Dataset: the Open Reaction Database (ORD), a public repository of structured organic reaction records. Task: describe an organic reaction: reactants, conditions, products, and yield Procedure: A solution of (R)-N-[2-benzyloxy-5-(2-iodo-1-triethylsilyloxy-ethyl)phenyl]methanesulfonamide (2.09 g, 3.72 mmol), methyl (R)-3-(2-aminopropyl)-1H-indole-7-carboxylate (1.00 g, 3.72 mmol), diisopropyl-ethylamine (1.9 ml, 11.2 mmol) in tetrahydrofuran (30 ml)-acetonitrile (20 ml) is stirred at 110° C. for 18 hours in a sealed vessel. After cooling, to the reaction solution are added a saturated aqueous sodium hydrogen carbonate solution and a saturated brine, and the mixture is extracted with eth... RXN SMILES: [CH2:1]([O:8][C:9]1[CH:14]=[CH:13][C:12]([C@@H:15]([O:18][Si:19]([CH2:24][CH3:25])([CH2:22][CH3:23])[CH2:20][CH3:21])[CH2:16]I)=[CH:11][C:10]=1[NH:26][S:27]([CH3:30])(=[O:29])=[O:28])[C:2]1[CH:7]=[CH:6][CH:5]=[CH:4][CH:3]=1.[NH2:31][C@H:32]([CH3:47])[CH2:33][C:34]1[C:42]2[C:37](=[C:38]([C:43]([O:45][CH3:46])=[O:44])[CH:39]=[CH:40][CH:41]=2)[NH:36][CH:35]=1.C(N(C(C)C)CC)(C)C.C(=O)([O-])O.[Na+]>O1CCCC1.C(#N)C>[CH2:1]([O:8][C:9]1[CH:14]=[CH:13][C:12]([C@@H:15]([O:18][Si:19]([CH2:24][CH3:25])([CH2:22][CH3:23])[CH2:20][CH3:21])[CH2:16][NH:31][C@H:32]([CH3:47])[CH2:33][C:34]2[C:42]3[C:37](=[C:38]([C:43]([O:45][CH3:46])=[O:44])[CH:39]=[CH:40][CH:41]=3)[NH:36][CH:35]=2)=[CH:11][C:10]=1[NH:26][S:27]([CH3:30])(=[O:29])=[O:28])[C:2]1[CH:7]=[CH:6][CH:5]=[CH:4][CH:3]=1 |f:3.4|. The yield is 42.4%. The solvent is O1CCCC1 (tetrahydrofuran), C(C)#N (acetonitrile). Starting materials: C(C1=CC=CC=C1)OC1=C(C=C(C=C1)[C@H](CI)O[Si](CC)(CC)CC)NS(=O)(=O)C ((R)-N-[2-benzyloxy-5-(2-iodo-1-triethylsilyloxy-ethyl)phenyl]methanesulfonamide), N[C@@H](CC1=CNC2=C(C=CC=C12)C(=O)OC)C (methyl (R)-3-(2-aminopropyl)-1H-indole-7-carboxylate), C(C)(C)N(CC)C(C)C (diisopropyl-ethylamine), C(O)([O-])=O.[Na+] (sodium hydrogen carbonate). Yields the product C(C1=CC=CC=C1)OC1=C(C=C(C=C1)[C@H](CN[C@@H](CC1=CNC2=C(C=CC=C12)C(=O)OC)C)O[Si](CC)(CC)CC)NS(=O)(=O)C (Methyl 3-[(2R)-2-({(2R)-2-{4-(benzyloxy)-3-[(methylsulfonyl)amino]-phenyl}-2-[(triethylsilyl)oxy]ethyl}amino)propyl]-1H-indole-7-carboxylate). Starting materials: C(=O)(OCC)C(C#N)(CC1=CC(=C(C=C1)OC)OC)C(OCC)OCC (α-carbethoxy-α-diethoxymethyl-β-(3,4-dimethoxyphenyl)-propionitrile), [OH-].[K+] (potassium hydroxide), NC(=N)N (guanidine). The solvent is C(C)O (ethanol), C(C)O (ethanol), C(C)O (Ethanol). Product: NC1=NC=C(C(=N1)N)CC1=CC(=C(C=C1)OC)OC (2,4-diamino-5-(3,4-dimethoxybenzyl)pyrimidine). Yield: 52.4%. Reaction SMILES: C([C:6]([CH:20](OCC)OCC)([CH2:9][C:10]1[CH:15]=[CH:14][C:13]([O:16][CH3:17])=[C:12]([O:18][CH3:19])[CH:11]=1)[C:7]#[N:8])(OCC)=O.[OH-].[K+].[NH2:29][C:30]([NH2:32])=[NH:31]>C(O)C>[NH2:32][C:30]1[N:31]=[C:7]([NH2:8])[C:6]([CH2:9][C:10]2[CH:15]=[CH:14][C:13]([O:16][CH3:17])=[C:12]([O:18][CH3:19])[CH:11]=2)=[CH:20][N:29]=1 |f:1.2|. Procedure details: A solution of α-carbethoxy-α-diethoxymethyl-β-(3,4-dimethoxyphenyl)-propionitrile (3.75 g) and an equivalent amount of potassium hydroxide in ethanol (70 ml) was heated at reflux for one hour. A solution of guanidine (0.035 mol) in ethanol (50 ml) was added and reflux was resumed. Ethanol was boiled off until the reaction temperature reached 85° C. After 17 hours at reflux the mixture was allowed to cool and the product was filtered and washed with ethanol giving a white solid which was purified...